Dataset: the Open Reaction Database (ORD), a public repository of structured organic reaction records. Task: describe an organic reaction: reactants, conditions, products, and yield The reactants are ClC=1C=C2C(C(=O)N(C2=O)CC(C)C)=CC1 (4-chloro-N-isobutylphthalimide), O (water). Run in CO (methanol), [BH4-].[K+] (potassium borohydride). Reaction conditions: temperature 20 celsius, time 20 hour. Yields the product ClC=1C=C2C(N(C(C2=CC1)=O)CC(C)C)O (5-Chloro-3-hydroxy-2-isobutyl-2,3-dihydroisoindol-1-one), 5-chloro-3-hydroxy-2-isobutyl-2,3-dihydroinsoindol-1. As a reaction SMILES: [Cl:1][C:2]1[CH:3]=[C:4]2[C:9](=[O:10])[N:8]([CH2:11][CH:12]([CH3:14])[CH3:13])[C:6](=[O:7])[C:5]2=[CH:15][CH:16]=1.O>CO.[BH4-].[K+]>[Cl:1][C:2]1[CH:3]=[C:4]2[C:5](=[CH:15][CH:16]=1)[C:6](=[O:7])[N:8]([CH2:11][CH:12]([CH3:13])[CH3:14])[CH:9]2[OH:10] |f:3.4|. Procedure: 5-Chloro-3-hydroxy-2-isobutyl-2,3-dihydroisoindol-1-one and 6-chloro-3-hydroxy-2isobutyl-2,3-dihydroinsoindol-1-one are prepared as described in Example 1, starting with 12 g of 4-chloro-N-isobutylphthalimide in 100 cm3 of methanol and 3 g of potassium borohydride. The reaction mixture is stirred at a temperature in the region of 20° C. for 20 hours and is then cooled to a temperature in the region of 0° C. and 100 cm3 of distilled water are added dropwise. The methanol is then partially evapora... Reactants: C(C)(=O)NC=1C=C2CCC(C2=CC1Br)NC1=CC(=C(C(=O)OC(C)(C)C)C=C1)F (tert-butyl 4-[N-(5-acetamido-6-bromoindan-1-yl)amino]-2-fluorobenzoate), [C-]#N (cyanide), N (ammonia), ice. The reagents and catalysts are [Cu] (copper). Run in CN1CCCC1=O (NMP). Conditions: time 2 hour. The product is C(C)(=O)NC=1C=C2CCC(C2=CC1C#N)NC1=CC(=C(C(=O)OC(C)(C)C)C=C1)F (Tert-butyl 4-[N-(5-acetamido-6-cyanoindan-1-yl)amino]-2-fluorobenzoate). RXN SMILES: [C:1]([NH:4][C:5]1[CH:6]=[C:7]2[C:11](=[CH:12][C:13]=1Br)[CH:10]([NH:15][C:16]1[CH:28]=[CH:27][C:19]([C:20]([O:22][C:23]([CH3:26])([CH3:25])[CH3:24])=[O:21])=[C:18]([F:29])[CH:17]=1)[CH2:9][CH2:8]2)(=[O:3])[CH3:2].[C-:30]#[N:31].N>CN1C(=O)CCC1.[Cu]>[C:1]([NH:4][C:5]1[CH:6]=[C:7]2[C:11](=[CH:12][C:13]=1[C:30]#[N:31])[CH:10]([NH:15][C:16]1[CH:28]=[CH:27][C:19]([C:20]([O:22][C:23]([CH3:26])([CH3:25])[CH3:24])=[O:21])=[C:18]([F:29])[CH:17]=1)[CH2:9][CH2:8]2)(=[O:3])[CH3:2]. Procedure details: To a solution of tert-butyl 4-[N-(5-acetamido-6-bromoindan-1-yl)amino]-2-fluorobenzoate (0.420 g, 0.90 mmol) in NMP (10 ml) was added copper(l) cyanide (0.137 g, 1.53 mmol). The reaction mixture was placed in an oil-bath preheated to 145° C. and stirred at this temperature for 2 hours. The reaction mixture was allowed to cool to room temperature, then poured into a mixture of aqueous ammonia (d=0.88, 5 ml) and ice (˜15 ml) and the resulting brown mixture was stirred at room temperature for ˜5 mi...